From a dataset of the Open Reaction Database (ORD), a public repository of structured organic reaction records. describe an organic reaction: reactants, conditions, products, and yield Reactants: [Na] (sodium), C(C)O (ethanol), ClC1=NC(=NC(=C1C#N)NCC)NC(C)(C)C#N (4-chloro-2-(1-cyano-1-methylethylamino)-6-ethylamino-5-pyrimidinecarbonitrile), [Na] (sodium). The solvent is CO (methanol). Yields the product C(C)OC1=NC(=NC(=C1C#N)NCC)NC(C)C (4-ethoxy-6-ethylamino-2-isopropylamino-5-pyrimidinecarbonitrile). As a reaction SMILES: [Na].Cl[C:3]1[C:8]([C:9]#[N:10])=[C:7]([NH:11][CH2:12][CH3:13])[N:6]=[C:5]([NH:14][C:15]([C:18]#N)([CH3:17])C)[N:4]=1.[CH2:20]([OH:22])[CH3:21]>CO>[CH2:20]([O:22][C:3]1[C:8]([C:9]#[N:10])=[C:7]([NH:11][CH2:12][CH3:13])[N:6]=[C:5]([NH:14][CH:15]([CH3:17])[CH3:18])[N:4]=1)[CH3:21] |^1:0|. Reported procedure: This compound was prepared in the manner of Example XXXIII, substituting 4-chloro-6-ethylamino-2-isopropylamino-5-pyrimidinecarbonitrile and a solution of sodium in ethanol for 4-chloro-2-(1-cyano-1-methylethylamino)-6-ethylamino-5-pyrimidinecarbonitrile and a solution of sodium in methanol. The reaction product was recrystallized from petroleum ether to give 4-ethoxy-6-ethylamino-2-isopropylamino-5-pyrimidinecarbonitrile; mp, 98°-99°. As a reaction SMILES: [C:1](#[CH:2])[c:3]1[c:4](-[c:8]2[cH:9][c:10]([N+:14](=[O:15])[O-:16])[cH:11][cH:12][cH:13]2)[n:5][nH:6][cH:7]1.[CH2:25]([O:26][CH2:27][CH3:28])[CH3:29].[O:30]1[CH2:31][CH2:32][O:33][CH2:34][CH2:35]1.[OH2:17].[OH:18][C:19]([C:20]([F:21])([F:22])[F:23])=[O:24]>>[C:1]([CH3:2])([c:3]1[c:4](-[c:8]2[cH:9][c:10]([N+:14](=[O:15])[O-:16])[cH:11][cH:12][cH:13]2)[n:5][nH:6][cH:7]1)=[O:18]. The product is CC(=O)c1c[nH]nc1-c1cccc([N+](=O)[O-])c1. Reactants: C#Cc1c[nH]nc1-c1cccc([N+](=O)[O-])c1, CCOCC, C1COCCO1, O, O=C(O)C(F)(F)F. Reactants: C(C)(=O)O (acetic acid), CC(CCC(C)=O)=O (2,5-hexanedione), C1=CC=CC1 (cyclopentadiene), N1CCCC1 (pyrrolidine). Solvent: CO (methanol), O (water). Run at temperature 0 celsius, time 90 minute. Product: C1(C=CC=C1)=C(C)CCC(C)=C1C=CC=C1 (2,5-bis(2,4-cyclopentadien-1-ylidene)hexane). Reaction SMILES: [CH3:1][C:2](=O)[CH2:3][CH2:4][C:5](=O)[CH3:6].[CH:9]1[CH2:13][CH:12]=[CH:11][CH:10]=1.N1[CH2:18][CH2:17][CH2:16][CH2:15]1.[C:19](O)(=O)C>CO.O>[C:10]1(=[C:2]([CH2:3][CH2:4][C:5](=[C:6]2[CH:18]=[CH:17][CH:16]=[CH:15]2)[CH3:19])[CH3:1])[CH:9]=[CH:13][CH:12]=[CH:11]1. Reported procedure: In a modified reaction procedure [a], 11.0 g (96.3 mmol) of 2,5-hexanedione and 12.7 g (193 mmol) of freshly cracked cyclopentadiene are dissolved in 60 ml of methanol, the solution is cooled to 0° C., and 8.60 g (121 mmol) of pyrrolidine are added. The reaction solution is stirred at 0° C. for 90 minutes, hydrolyzed using 5 ml of glacial acetic acid and 50 ml of water, and extracted twice with 70 ml of diethyl ether in each case, and the combined organic phases are washed with saturated sodium ... Starting materials: COC1=NC=2C(NN=CC=3C2C1=CN(N3)[C@H]3[C@](O)([C@H](O)[C@H](O3)CO)C)=O (9-Methoxy-2-(2′-methyl-β-D-ribofuranosyl)-2,6-dihydro-2,3,5,6,8-pentaaza-benzo[cd]azulen-7-one), N (ammonia), N (ammonia). Reaction conditions: time 30 minute. Yields the product NC1=NC=2C(NN=CC=3C2C1=CN(N3)[C@H]3[C@](O)([C@H](O)[C@H](O3)CO)C)=O (9-Amino-2-(2′-methyl-β-D-ribofuranosyl)-2,6-dihydro-2,3,5,6,8-pentaaza-benzo[cd]azulen-7-one). Yield: 57.0%. RXN SMILES: CO[C:3]1[C:12]2=[CH:13][N:14]([C@@H:16]3[O:22][C@H:21]([CH2:23][OH:24])[C@@H:19]([OH:20])[C@@:17]3([CH3:25])[OH:18])[N:15]=[C:10]3[C:11]2=[C:5]([C:6](=[O:26])[NH:7][N:8]=[CH:9]3)[N:4]=1.[NH3:27]>>[NH2:27][C:3]1[C:12]2=[CH:13][N:14]([C@@H:16]3[O:22][C@H:21]([CH2:23][OH:24])[C@@H:19]([OH:20])[C@@:17]3([CH3:25])[OH:18])[N:15]=[C:10]3[C:11]2=[C:5]([C:6](=[O:26])[NH:7][N:8]=[CH:9]3)[N:4]=1. Procedure: The product from Step 6 (20 mg, 0.0551 mmol) was dissolved in liquid ammonia (3 mL) at −78° C. then warmed to ambient temperature in a pressure vessel and stirred for 30 minutes. The reaction was then cooled to −78° C. and opened to allow the ammonia to evaporate. The residue was purified on Phenomenex-C18 reverse phase HPLC with a 0-50% B gradient over 30 min at 10 mL/min (Buffer A=H2O, Buffer B=acetonitrile) to afford 11 mg (57%) of the title compound. Reactants: ClC=1C(=CC(=C(C(=O)O)C1)F)F (5-chloro-2,4-difluorobenzoic acid), Cl.C(C)N=C=NCCCN(C)C (N-Ethyl-N′-(3-dimethylaminopropyl)carbodiimide hydrochloride), CS(=O)(=O)N (Methanesulfonamide). Reagents/catalysts: CN(C1=CC=NC=C1)C (4-dimethylaminopyridine). The solvent is C(Cl)Cl (DCM), C(Cl)Cl (DCM). Reaction conditions: time 18 hour. The product is ClC=1C(=CC(=C(C(=O)NS(=O)(=O)C)C1)F)F (5-chloro-2,4-difluoro-N-(methylsulfonyl)benzamide). Yield: 95.2%. RXN SMILES: [Cl:1][C:2]1[C:3]([F:12])=[CH:4][C:5]([F:11])=[C:6]([CH:10]=1)[C:7](O)=[O:8].Cl.C(N=C=NCCCN(C)C)C.[CH3:25][S:26]([NH2:29])(=[O:28])=[O:27]>CN(C)C1C=CN=CC=1.C(Cl)Cl>[Cl:1][C:2]1[C:3]([F:12])=[CH:4][C:5]([F:11])=[C:6]([CH:10]=1)[C:7]([NH:29][S:26]([CH3:25])(=[O:28])=[O:27])=[O:8] |f:1.2|. Reported procedure: 5-chloro-2,4-difluorobenzoic acid (0.291 g, 1.511 mmol), N-Ethyl-N′-(3-dimethylaminopropyl)carbodiimide hydrochloride (0.438 g, 2.285 mmol) and 4-dimethylaminopyridine (0.420 g, 3.438 mmol) were suspended in DCM (5 mL). Methanesulfonamide (0.222 g, 2.334 mmol) was added and the mixture was stirred at room temperature for 18 hours. The reaction mixture was diluted with DCM (10 mL) and washed with aqueous HCl solution (2 M, 2×15 mL). The organic layer was dried with a phase separating cartridge an... Starting materials: O=C(c1ccc(Br)cc1)c1ccc(Br)cc1, Brc1cncnc1, [Li]CCCC, C1CCOC1, CCCCCC, O. Product: OC(c1ccc(Br)cc1)(c1ccc(Br)cc1)c1cncnc1. Reaction SMILES: [Br:13][c:14]1[cH:15][cH:16][c:17]([C:18](=[O:19])[c:20]2[cH:21][cH:22][c:23]([Br:26])[cH:24][cH:25]2)[cH:27][cH:28]1.[Br:6][c:7]1[cH:8][n:9][cH:10][n:11][cH:12]1.[CH2:1]([Li:2])[CH2:3][CH2:4][CH3:5].[CH2:36]1[O:37][CH2:38][CH2:39][CH2:40]1.[CH3:30][CH2:31][CH2:32][CH2:33][CH2:34][CH3:35].[OH2:29]>>[c:7]1([C:18]([c:17]2[cH:16][cH:15][c:14]([Br:13])[cH:28][cH:27]2)([OH:19])[c:20]2[cH:21][cH:22][c:23]([Br:26])[cH:24][cH:25]2)[cH:8][n:9][cH:10][n:11][cH:12]1.